From a dataset of the Open Reaction Database (ORD), a public repository of structured organic reaction records. describe an organic reaction: reactants, conditions, products, and yield The reactants are C1(=CC=CC2=CC=CC=C12)OC[C@@H]1NCCC1 ((R)-2-(naphthalen-1-yloxymethyl)pyrrolidine), ClC1=CC=NC=2N1N=CN2 (7-chloro-[1,2,4]triazolo[1,5-a]pyrimidine), C(C)N(C(C)C)C(C)C (N-ethyldiisopropylamine). Run in C(CCC)O (1-butanol). Product: C1(=CC=CC2=CC=CC=C12)OC[C@@H]1N(CCC1)C1=CC=NC=2N1N=CN2 (7-[(R)-2-(naphthalen-1-yloxymethyl)pyrrolidin-1-yl]-[1,2,4]-triazolo[1,5-a]pyrimidine). Reaction SMILES: [C:1]1([O:11][CH2:12][C@H:13]2[CH2:17][CH2:16][CH2:15][NH:14]2)[C:10]2[C:5](=[CH:6][CH:7]=[CH:8][CH:9]=2)[CH:4]=[CH:3][CH:2]=1.Cl[C:19]1[N:24]2[N:25]=[CH:26][N:27]=[C:23]2[N:22]=[CH:21][CH:20]=1.C(N(C(C)C)C(C)C)C>C(O)CCC>[C:1]1([O:11][CH2:12][C@H:13]2[CH2:17][CH2:16][CH2:15][N:14]2[C:19]2[N:24]3[N:25]=[CH:26][N:27]=[C:23]3[N:22]=[CH:21][CH:20]=2)[C:10]2[C:5](=[CH:6][CH:7]=[CH:8][CH:9]=2)[CH:4]=[CH:3][CH:2]=1. Procedure details: 400 mg of (R)-2-(naphthalen-1-yloxymethyl)pyrrolidine, 500 mg of the 7-chloro-[1,2,4]triazolo[1,5-a]pyrimidine prepared above and 650 mg of N-ethyldiisopropylamine are heated at 130° C. in a microwave for 3 h in 40 ml of 1-butanol. The butanol is subsequently removed in vacuo, the residue is taken up in ethyl acetate, mixed with water, adjusted to pH 12 using 1 N NaOH solution, phases are separated, the organic phase is dried over sodium sulfate, evaporated and chromatographed on silica gel, giv... Starting materials: C(C=C)OC=1C=C2C=CNC2=CC1 (5-allyloxy-1H-indole), C(C(=O)Cl)(=O)Cl (oxalyl chloride), CN(C)C=O (DMF). Solvent: C(Cl)Cl (CH2Cl2), C(Cl)Cl (CH2Cl2), C(Cl)Cl (CH2Cl2). Conditions: temperature 0 celsius, time 30 minute. Product: C(C=C)OC=1C=C2C(=CNC2=CC1)C=O (5-Allyloxy-1H-indole-3-carbaldehyde). RXN SMILES: [C:1](Cl)(=[O:5])[C:2](Cl)=O.CN(C=O)C.[CH2:12]([O:15][C:16]1[CH:17]=[C:18]2[C:22](=[CH:23][CH:24]=1)[NH:21][CH:20]=C2)[CH:13]=[CH2:14]>C(Cl)Cl>[CH2:12]([O:15][C:16]1[CH:24]=[C:23]2[C:22](=[CH:18][CH:17]=1)[NH:21][CH:20]=[C:2]2[CH:1]=[O:5])[CH:13]=[CH2:14]. Procedure details: To a solution of oxalyl chloride (1.22 mL, 14.1 mmol) in dry CH2Cl2 (20 mL) was added at 0° C. under nitrogen a solution of dry DMF (1.3 mL) in dry CH2Cl2 (20 mL). The mixture was stirred at 0° C. for 30 min and a solution of 5-allyloxy-1H-indole (1.25 g, 7.22 mmol) in CH2Cl2 (10 mL) was added. The resulting solution was allowed to reach RT and stirred for 4 h. The solvent was concentrated and the residue dissolved in THF (35 mL) and 20% aqueous ammonium acetate (48 mL) and heated at reflux for ...